describe an organic reaction: reactants, conditions, products, and yield From a dataset of the Open Reaction Database (ORD), a public repository of structured organic reaction records. The product is COC(=O)c1ccc2c(C3CCCCC3)c3n(c2c1)CC(OCC1CCCN1Cc1ccccc1)COc1ccccc1-3. Reactants: [Br-], ClCC1CCC[NH+]1Cc1ccccc1, Cc1ccccc1, CCCC[N+](CCCC)(CCCC)CCCC, CCOC(C)=O, COC(=O)c1ccc2c(C3CCCCC3)c3n(c2c1)CC(O)COc1ccccc1-3, [Cl-], [Na+], [OH-]. As a reaction SMILES: [Br-:55].[CH2:34]([c:35]1[cH:36][cH:37][cH:38][cH:39][cH:40]1)[NH+:41]1[CH:42]([CH2:46][Cl:47])[CH2:43][CH2:44][CH2:45]1.[CH3:48][c:49]1[cH:50][cH:51][cH:52][cH:53][cH:54]1.[CH3:56][CH2:57][CH2:58][CH2:59][N+:60]([CH2:61][CH2:62][CH2:63][CH3:64])([CH2:65][CH2:66][CH2:67][CH3:68])[CH2:69][CH2:70][CH2:71][CH3:72].[CH3:73][CH2:74][O:75][C:76]([CH3:77])=[O:78].[CH:1]1([c:7]2[c:8]3[cH:9][cH:10][c:11]([C:27](=[O:28])[O:29][CH3:30])[cH:12][c:13]3[n:14]3[c:21]2-[c:20]2[c:19]([cH:25][cH:24][cH:23][cH:22]2)[O:18][CH2:17][CH:16]([OH:26])[CH2:15]3)[CH2:2][CH2:3][CH2:4][CH2:5][CH2:6]1.[Cl-:33].[Na+:32].[OH-:31]>>[CH:1]1([c:7]2[c:8]3[cH:9][cH:10][c:11]([C:27](=[O:28])[O:29][CH3:30])[cH:12][c:13]3[n:14]3[c:21]2-[c:20]2[c:19]([cH:25][cH:24][cH:23][cH:22]2)[O:18][CH2:17][CH:16]([O:26][CH2:46][CH:42]2[N:41]([CH2:34][c:35]4[cH:36][cH:37][cH:38][cH:39][cH:40]4)[CH2:45][CH2:44][CH2:43]2)[CH2:15]3)[CH2:2][CH2:3][CH2:4][CH2:5][CH2:6]1. The solvent is C(C)#N (acetonitrile). Procedure details: N-[6-Chloro-2-[(3R)-3-[(methylsulfonyl)oxy]-1-piperidinyl]-5-quinolinyl]-cyclohexaneacetamide (Example 80(a)) (0.2 g), 2-amino-ethanol (0.075 ml) and acetonitrile (3 ml) were loaded into a 10 ml microwave reaction vial, capped and heated at 80° C. for 90 minutes within a single mode microwave. The solvent was removed under vacuum and the residue was purified by chromatography (SiO2, 7M ammonia in methanol:dichloromethane 1:99 as eluant) to give the title compound as a solid (0.018 g). Conditions: temperature 80 celsius. The reactants are ClC=1C(=C2C=CC(=NC2=CC1)N1C[C@@H](CCC1)OS(=O)(=O)C)NC(CC1CCCCC1)=O (N-[6-Chloro-2-[(3R)-3-[(methylsulfonyl)oxy]-1-piperidinyl]-5-quinolinyl]-cyclohexaneacetamide), NCCO (2-amino-ethanol). Reaction SMILES: [Cl:1][C:2]1[C:3]([NH:23][C:24](=[O:32])[CH2:25][CH:26]2[CH2:31][CH2:30][CH2:29][CH2:28][CH2:27]2)=[C:4]2[C:9](=[CH:10][CH:11]=1)[N:8]=[C:7]([N:12]1[CH2:17][CH2:16][CH2:15][C@@H:14](OS(C)(=O)=O)[CH2:13]1)[CH:6]=[CH:5]2.[NH2:33][CH2:34][CH2:35][OH:36]>C(#N)C>[Cl:1][C:2]1[C:3]([NH:23][C:24](=[O:32])[CH2:25][CH:26]2[CH2:27][CH2:28][CH2:29][CH2:30][CH2:31]2)=[C:4]2[C:9](=[CH:10][CH:11]=1)[N:8]=[C:7]([N:12]1[CH2:17][CH2:16][CH2:15][CH:14]([NH:33][CH2:34][CH2:35][OH:36])[CH2:13]1)[CH:6]=[CH:5]2. Yields the product ClC=1C(=C2C=CC(=NC2=CC1)N1CC(CCC1)NCCO)NC(CC1CCCCC1)=O (N-[6-Chloro-2-[3-[(2-hydroxyethyl)amino]-1-piperidinyl]-5-quinolinyl]-cyclohexaneacetamide). Reactants: CN(C)C1(c2ccccc2)CC=C(c2[nH]c3ccccc3c2CCCO)CC1, CC(=O)O, CCO. Yields the product CN(C)C1(c2ccccc2)CCC(c2[nH]c3ccccc3c2CCCO)CC1. As a reaction SMILES: [CH3:1][N:2]([C:3]1([c:22]2[cH:23][cH:24][cH:25][cH:26][cH:27]2)[CH2:4][CH:5]=[C:6]([c:9]2[nH:10][c:11]3[cH:12][cH:13][cH:14][cH:15][c:16]3[c:17]2[CH2:18][CH2:19][CH2:20][OH:21])[CH2:7][CH2:8]1)[CH3:28].[CH3:29][C:30](=[O:31])[OH:32].[CH3:33][CH2:34][OH:35]>>[CH3:1][N:2]([C:3]1([c:22]2[cH:23][cH:24][cH:25][cH:26][cH:27]2)[CH2:4][CH2:5][CH:6]([c:9]2[nH:10][c:11]3[cH:12][cH:13][cH:14][cH:15][c:16]3[c:17]2[CH2:18][CH2:19][CH2:20][OH:21])[CH2:7][CH2:8]1)[CH3:28]. Reactants: C(C)OC(=O)C1=C(SC=C1C1=C(C=CC=C1)Cl)N (2-amino-4-(2-chlorophenyl)-thiophene-3-carboxylic acid ethyl ester), C1(C=2C(C(=O)O1)=CC=CC2)=O (phthalic anhydride). The solvent is C(C)(=O)O (acetic acid). Yields the product C(C)OC(=O)C1=C(SC=C1C1=C(C=CC=C1)Cl)N1C(C2=CC=CC=C2C1=O)=O (4-(2-Chlorophenyl)-2-(1,3-dioxo-1,3-dihydroisoindol-2-yl)-thiophene-3-carboxylic acid ethyl ester). As a reaction SMILES: [CH2:1]([O:3][C:4]([C:6]1[C:10]([C:11]2[CH:16]=[CH:15][CH:14]=[CH:13][C:12]=2[Cl:17])=[CH:9][S:8][C:7]=1[NH2:18])=[O:5])[CH3:2].[C:19]1(=O)[O:24][C:22](=[O:23])[C:21]2=[CH:25][CH:26]=[CH:27][CH:28]=[C:20]12>C(O)(=O)C>[CH2:1]([O:3][C:4]([C:6]1[C:10]([C:11]2[CH:16]=[CH:15][CH:14]=[CH:13][C:12]=2[Cl:17])=[CH:9][S:8][C:7]=1[N:18]1[C:22](=[O:23])[C:21]2[C:20](=[CH:28][CH:27]=[CH:26][CH:25]=2)[C:19]1=[O:24])=[O:5])[CH3:2]. Reported procedure: A mixture of 2-amino-4-(2-chlorophenyl)-thiophene-3-carboxylic acid ethyl ester (2 mmol, Example 8, Part B) and phthalic anhydride (2.2 mmol) in glacial acetic acid (20 mL) is heated at reflux overnight. After cooling to room temperature, the acetic acid is removed in vacuo and the residue triturated with petroleum ether. The crude product is collected by filtration, suspended in acetyl chloride (5 mL), and heated to reflux for one hour. After removing the solvent in vacuo, the residue is dissol... Reactants: COC(=O)N[C@@H](C(C1=CC=CC=C1)C1=CC=CC=C1)C(=O)NCCC(C[C@H](N(C(C)C)S(=O)(=O)C1=CC=C(C=C1)[N+](=O)[O-])C(=O)OCC)(F)F (ethyl N6-[N-(methoxycarbonyl)-β-phenyl-L-phenylalanyl]-4,4-difluoro-N2-[(4-nitrophenyl)sulfonyl]-N2-propan-2-yl-L-lysinate). The reagents and catalysts are [Pd] (palladium on carbon). The solvent is C(C)(=O)OCC (ethyl acetate). Conditions: time 8 hour. Product: COC(=O)N[C@@H](C(C1=CC=CC=C1)C1=CC=CC=C1)C(=O)NCCC(C[C@H](N(C(C)C)S(=O)(=O)C1=CC=C(C=C1)N)C(=O)OCC)(F)F (ethyl N6-[N-(methoxycarbonyl)-b-phenyl-L-phenylalanyl]-N2-[(4-aminophenyl)sulfonyl]-4,4-difluoro-N2-propan-2-yl-L-lysinate). The yield is 64.2%. RXN SMILES: [CH3:1][O:2][C:3]([NH:5][C@H:6]([C:20]([NH:22][CH2:23][CH2:24][C:25]([F:50])([F:49])[CH2:26][C@@H:27]([C:44]([O:46][CH2:47][CH3:48])=[O:45])[N:28]([S:32]([C:35]1[CH:40]=[CH:39][C:38]([N+:41]([O-])=O)=[CH:37][CH:36]=1)(=[O:34])=[O:33])[CH:29]([CH3:31])[CH3:30])=[O:21])[CH:7]([C:14]1[CH:19]=[CH:18][CH:17]=[CH:16][CH:15]=1)[C:8]1[CH:13]=[CH:12][CH:11]=[CH:10][CH:9]=1)=[O:4]>[Pd].C(OCC)(=O)C>[CH3:1][O:2][C:3]([NH:5][C@H:6]([C:20]([NH:22][CH2:23][CH2:24][C:25]([F:50])([F:49])[CH2:26][C@@H:27]([C:44]([O:46][CH2:47][CH3:48])=[O:45])[N:28]([S:32]([C:35]1[CH:40]=[CH:39][C:38]([NH2:41])=[CH:37][CH:36]=1)(=[O:34])=[O:33])[CH:29]([CH3:30])[CH3:31])=[O:21])[CH:7]([C:8]1[CH:9]=[CH:10][CH:11]=[CH:12][CH:13]=1)[C:14]1[CH:15]=[CH:16][CH:17]=[CH:18][CH:19]=1)=[O:4]. Reported procedure: To the material from Step 10 (81 mg, 0.113 mmol) and 10% palladium on carbon (11.99 mg, 0.011 mmol) was added ethyl acetate (1.3 mL). The reaction mixture was purged with nitrogen, and stirred under hydrogen (1 atm) overnight. Upon addition of DCM, the reaction mixture was filtered through celite, washed with dichloromethane, and the filtrate was concentrated in vacuo. The residue was purified by column chromatography on silica gel using ethyl acetate-hexanes (0:100 to 90:10) to afford 50 mg of ... Starting materials: C1(CCCCC1)C1=CC=C(C(=O)O)C=C1 (4-cyclohexylbenzoic acid), C(C(=O)Cl)(=O)Cl (oxalyl chloride), TEA, C(=O)(C(F)(F)F)O (TFA), OC1=CC=C(CN(C(C2=CC=C(C=C2)NC(CC2=CC=C(C=C2)OC)=O)=O)CC(=O)OC(C)(C)C)C=C1 (tert-butyl 2-(N-(4-hydroxybenzyl)-4-(2-(4-methoxyphenyl)acetamido)benzamido)acetate). The reagents and catalysts are CN(C)C=O (DMF). Run in C(Cl)Cl (DCM), C(Cl)Cl (DCM). Run at time 2 hour. Product: C1(CCCCC1)C1=CC=C(C(=O)OC2=CC=C(CN(C(C3=CC=C(C=C3)NC(CC3=CC=C(C=C3)OC)=O)=O)CC(=O)O)C=C2)C=C1 (2-(N-(4-((4-cyclohexylbenzoyl)oxy)benzyl)-4-(2-(4-methoxyphenyl)acetamido)benzamido) acetic acid). Isolated yield 44.0%. As a reaction SMILES: [CH:1]1([C:7]2[CH:15]=[CH:14][C:10]([C:11]([OH:13])=[O:12])=[CH:9][CH:8]=2)[CH2:6][CH2:5][CH2:4][CH2:3][CH2:2]1.C(Cl)(=O)C(Cl)=O.O[C:23]1[CH:58]=[CH:57][C:26]([CH2:27][N:28]([CH2:49][C:50]([O:52]C(C)(C)C)=[O:51])[C:29](=[O:48])[C:30]2[CH:35]=[CH:34][C:33]([NH:36][C:37](=[O:47])[CH2:38][C:39]3[CH:44]=[CH:43][C:42]([O:45][CH3:46])=[CH:41][CH:40]=3)=[CH:32][CH:31]=2)=[CH:25][CH:24]=1.C(O)(C(F)(F)F)=O>C(Cl)Cl.CN(C=O)C>[CH:1]1([C:7]2[CH:8]=[CH:9][C:10]([C:11]([O:13][C:23]3[CH:58]=[CH:57][C:26]([CH2:27][N:28]([CH2:49][C:50]([OH:52])=[O:51])[C:29](=[O:48])[C:30]4[CH:31]=[CH:32][C:33]([NH:36][C:37](=[O:47])[CH2:38][C:39]5[CH:44]=[CH:43][C:42]([O:45][CH3:46])=[CH:41][CH:40]=5)=[CH:34][CH:35]=4)=[CH:25][CH:24]=3)=[O:12])=[CH:14][CH:15]=2)[CH2:2][CH2:3][CH2:4][CH2:5][CH2:6]1. Procedure details: Prepared using General Procedures 2 and 8: To a stirring solution of 4-cyclohexylbenzoic acid (24 mg, 0.119 mmol) in DCM (0.5 mL) were added DMF (1 drop) and oxalyl chloride (0.011 mL, 0.127 mmol). The reaction mixture was stirred at room temperature for 2 h. To this mixture was added a solution of tert-butyl 2-(N-(4-hydroxybenzyl)-4-(2-(4-methoxyphenyl)acetamido)benzamido)acetate INT-7 (40 mg, 0.079 mmol) and TEA (0.022 mL, 0.159 mmol) in DCM (1 mL). The reaction was stirred at room temperature... Starting materials: ClC(=O)N1C2=C(NC(C3=C1C=C(C=C3)C)=O)C=CC=N2 (11-(chlorocarbonyl)-5,11-dihydro-9-methyl-6H-pyrido[2,3-b][1,4]benzodiazepin-6-one), C(CC)N(CCCC1CCN(CC1)CCN)CCC (2-[4-[3-(dipropylamino)propyl]-piperidin-1-yl]ethanamine), N (ammonia). Solvent: ClCCl.C1CCCCC1.CO (dichloromethane cyclohexane methanol). Product: C(CC)N(CCCC1CCN(CC1)CCNC(=O)N1C2=C(NC(C3=C1C=C(C=C3)C)=O)C=CC=N2)CCC (5,11-Dihydro-11-[[[2-[4-[3-(dipropylamino)propyl]-piperidin-1-yl]ethyl]amino]carbonyl]-9-methyl-6H-pyrido[2,3-b][1,4]benzodiazepin-6-one). Isolated yield 63.0%. As a reaction SMILES: Cl[C:2]([N:4]1[C:10]2[CH:11]=[C:12]([CH3:15])[CH:13]=[CH:14][C:9]=2[C:8](=[O:16])[NH:7][C:6]2[CH:17]=[CH:18][CH:19]=[N:20][C:5]1=2)=[O:3].[CH2:21]([N:24]([CH2:37][CH2:38][CH3:39])[CH2:25][CH2:26][CH2:27][CH:28]1[CH2:33][CH2:32][N:31]([CH2:34][CH2:35][NH2:36])[CH2:30][CH2:29]1)[CH2:22][CH3:23].N>ClCCl.C1CCCCC1.CO>[CH2:37]([N:24]([CH2:21][CH2:22][CH3:23])[CH2:25][CH2:26][CH2:27][CH:28]1[CH2:33][CH2:32][N:31]([CH2:34][CH2:35][NH:36][C:2]([N:4]2[C:10]3[CH:11]=[C:12]([CH3:15])[CH:13]=[CH:14][C:9]=3[C:8](=[O:16])[NH:7][C:6]3[CH:17]=[CH:18][CH:19]=[N:20][C:5]2=3)=[O:3])[CH2:30][CH2:29]1)[CH2:38][CH3:39] |f:3.4.5|. Procedure details: Prepared analogously to Example 1 from 11-(chlorocarbonyl)-5,11-dihydro-9-methyl-6H-pyrido[2,3-b][1,4]benzodiazepin-6-one and 2-[4-[3-(dipropylamino)propyl]-piperidin-1-yl]ethanamine in a yield of 63% of theory. Colourless crystals, m.p. 195° C. (D.), RF =0.5 (Macherey-Nagel, Polygram® SIL G UV254, pre-coated plastic sheets for TLC, eluant: dichloromethane/cyclohexane/methanol/conc. ammonia 68/15/15/15/2 v/v). Reported procedure: A tetrahydrofuran (30 ml) solution of N-methyl-N-methyloxy-2-amino-5-chlorobenzamide (3.22 g) and N-trityl-3-bromobenzylamine (4.28 g) was cooled to −78° C. To the solution was gradually added dropwise a hexane solution of n-butyl lithium (1.6 mol/L) (31 ml). To the mixture were then added water (70 ml) and acetic acid ethyl ester (100 ml). The organic layer was washed with water and dried over anhydrous MgSO4. The solvent was distilled off, and the residual yellow oily compound was purified by ... Solvent: CCCCCC (hexane), C(C)OC(C)=O (acetic acid ethyl ester), O (water). Reactants: C(CCC)[Li] (n-butyl lithium), O1CCCC1 (tetrahydrofuran), CN(C(C1=C(C=CC(=C1)Cl)N)=O)OC (N-methyl-N-methyloxy-2-amino-5-chlorobenzamide), C(C1=CC=CC=C1)(C1=CC=CC=C1)(C1=CC=CC=C1)NCC1=CC(=CC=C1)Br (N-trityl-3-bromobenzylamine). The yield is 43.8%. Reaction SMILES: O1CCCC1.CN(OC)[C:8](=[O:17])[C:9]1[CH:14]=[C:13]([Cl:15])[CH:12]=[CH:11][C:10]=1[NH2:16].[C:20]([NH:39][CH2:40][C:41]1[CH:46]=[CH:45][CH:44]=[C:43](Br)[CH:42]=1)([C:33]1[CH:38]=[CH:37][CH:36]=[CH:35][CH:34]=1)([C:27]1[CH:32]=[CH:31][CH:30]=[CH:29][CH:28]=1)[C:21]1[CH:26]=[CH:25][CH:24]=[CH:23][CH:22]=1.C([Li])CCC>C(OC(=O)C)C.O.CCCCCC>[NH2:16][C:10]1[CH:11]=[CH:12][C:13]([Cl:15])=[CH:14][C:9]=1[C:8]([C:45]1[CH:44]=[CH:43][CH:42]=[C:41]([CH2:40][NH:39][C:20]([C:27]2[CH:32]=[CH:31][CH:30]=[CH:29][CH:28]=2)([C:33]2[CH:34]=[CH:35][CH:36]=[CH:37][CH:38]=2)[C:21]2[CH:26]=[CH:25][CH:24]=[CH:23][CH:22]=2)[CH:46]=1)=[O:17]. Yields the product NC1=C(C(=O)C2=CC(=CC=C2)CNC(C2=CC=CC=C2)(C2=CC=CC=C2)C2=CC=CC=C2)C=C(C=C1)Cl (2-amino-3′-tritylaminomethyl-5-chlorobenzophenone).